From a dataset of the Open Reaction Database (ORD), a public repository of structured organic reaction records. describe an organic reaction: reactants, conditions, products, and yield Starting materials: [H-].[Al+3].[Li+].[H-].[H-].[H-] (lithium aluminum hydride), Cl (HCl), O=C1C=2C=C(N=NC2CC(C1)C(=O)OCC)C1=CC(=CC=C1)C(F)(F)F (ethyl 5-oxo-3-(3-trifluoromethylphenyl)-7,8-dihydro-6H-cinnoline-7-carboxylate). Solvent: C(C)(=O)OCC (Ethyl acetate). Reaction conditions: time 1 hour. The product is OCC1CC(C=2C=C(N=NC2C1)C1=CC(=CC=C1)C(F)(F)F)O (7-hydroxymethyl-3-(3-trifluoromethylphenyl)-5,6,7,8-tetrahydrocinnolin-5-ol). Isolated yield 36.9%. RXN SMILES: [H-].[Al+3].[Li+].[H-].[H-].[H-].[O:7]=[C:8]1[CH2:17][CH:16]([C:18](OCC)=[O:19])[CH2:15][C:14]2[N:13]=[N:12][C:11]([C:23]3[CH:28]=[CH:27][CH:26]=[C:25]([C:29]([F:32])([F:31])[F:30])[CH:24]=3)=[CH:10][C:9]1=2.Cl>C(OCC)(=O)C>[OH:19][CH2:18][CH:16]1[CH2:15][C:14]2[N:13]=[N:12][C:11]([C:23]3[CH:28]=[CH:27][CH:26]=[C:25]([C:29]([F:32])([F:30])[F:31])[CH:24]=3)=[CH:10][C:9]=2[CH:8]([OH:7])[CH2:17]1 |f:0.1.2.3.4.5|. Reported procedure: To a suspension of lithium aluminum hydride (14.5 mg, 0.38 mmol) in tetrahydrofran (1 mL) was added ethyl 5-oxo-3-(3-trifluoromethylphenyl)-7,8-dihydro-6H-cinnoline-7-carboxylate (92.8 mg, 0.25 mmol) obtained in Example 2 at −40° C., followed by stirring as it is for 1 hour and gradually elevating temperature up to room temperature. Ethyl acetate (3 mL) and a 1N HCl solution (0.5 mL) were added to quench the reaction, followed by further adding distilled water (2 mL) for extraction. An organic l...